The task is: describe an organic reaction: reactants, conditions, products, and yield. This data is from the Open Reaction Database (ORD), a public repository of structured organic reaction records. Starting materials: CSCCC(NC1=CC=C(C=C1)OCC(CO)O)=O (2-{4-(2,3-dihydroxypropoxy)phenylcarbamoyl}ethyl methyl sulfide), CI (methyl iodide), CCOCC (Ether). Solvent: CN(C=O)C (dimethylformamide). Conditions: time 12 hour. Product: [I-].OC(COC1=CC=C(C=C1)NC(=O)CC[S+](C)C)CO (2-{4-(2,3-dihydroxypropoxy)phenylcarbamoyl}ethyldimethylsulfonium iodide). Yield: 94.8%. RXN SMILES: [CH3:1][S:2][CH2:3][CH2:4][C:5](=[O:19])[NH:6][C:7]1[CH:12]=[CH:11][C:10]([O:13][CH2:14][CH:15]([OH:18])[CH2:16][OH:17])=[CH:9][CH:8]=1.C[I:21].[CH3:22]COCC>CN(C)C=O>[I-:21].[OH:18][CH:15]([CH2:16][OH:17])[CH2:14][O:13][C:10]1[CH:11]=[CH:12][C:7]([NH:6][C:5]([CH2:4][CH2:3][S+:2]([CH3:22])[CH3:1])=[O:19])=[CH:8][CH:9]=1 |f:4.5|. Procedure details: Dissolved in 5 ml of dimethylformamide was 2.85 g of 2-{4-(2,3-dihydroxypropoxy)phenylcarbamoyl}ethyl methyl sulfide. To the solution was added 5.00 g of methyl iodide and the mixture was stirred at room temperature for 12 hours. Ether was added to the reaction mixture and the insoluble solid was filtered off, and recrystallized from methanol-ether, giving 4.05 g of 2-{4-(2,3-dihydroxypropoxy)phenylcarbamoyl}ethyldimethylsulfonium iodide (Compound 3) in 94.8% yield, M.P. 113° to 115° C.